This data is from the Open Reaction Database (ORD), a public repository of structured organic reaction records. The task is: describe an organic reaction: reactants, conditions, products, and yield Reactants: CCOC(C)=O, CO, CC(C)c1cc(OCCOCc2ccccc2)cc2c1C(=O)N(COC(=O)c1c(Cl)cccc1Cl)S2(=O)=O, [H][H]. The product is CC(C)c1cc(OCCO)cc2c1C(=O)N(COC(=O)c1c(Cl)cccc1Cl)S2(=O)=O. Reaction SMILES: [C:43]([O:44][CH2:45][CH3:46])(=[O:47])[CH3:48].[CH3:41][OH:42].[Cl:1][c:2]1[c:3]([C:4](=[O:5])[O:6][CH2:7][N:8]2[S:9](=[O:10])(=[O:11])[c:12]3[cH:13][c:14]([O:23][CH2:24][CH2:25][O:26][CH2:27][c:28]4[cH:29][cH:30][cH:31][cH:32][cH:33]4)[cH:15][c:16]([CH:20]([CH3:21])[CH3:22])[c:17]3[C:18]2=[O:19])[c:34]([Cl:38])[cH:35][cH:36][cH:37]1.[H:39][H:40]>>[Cl:1][c:2]1[c:3]([C:4](=[O:5])[O:6][CH2:7][N:8]2[S:9](=[O:10])(=[O:11])[c:12]3[cH:13][c:14]([O:23][CH2:24][CH2:25][OH:26])[cH:15][c:16]([CH:20]([CH3:21])[CH3:22])[c:17]3[C:18]2=[O:19])[c:34]([Cl:38])[cH:35][cH:36][cH:37]1. Starting materials: ClC=1C=[N+](C=CC1)[O-] (3-chloropyridine-N-oxide), C[O-].[Na+] (NaOMe). The solvent is CO (MeOH). The product is COC=1C=[N+](C=CC1)[O-] (3-Methoxypyridine-N-oxide). Isolated yield 78.0%. As a reaction SMILES: Cl[C:2]1[CH:3]=[N+:4]([O-:8])[CH:5]=[CH:6][CH:7]=1.[CH3:9][O-:10].[Na+]>CO>[CH3:9][O:10][C:2]1[CH:3]=[N+:4]([O-:8])[CH:5]=[CH:6][CH:7]=1 |f:1.2|. Reported procedure: A solution of 3-chloropyridine-N-oxide (5.3g, 40 mmol) and 25% NaOMe in MeOH (25 ml) was refluxed for 24 hours under an argon atmosphere. The solvent was removed under reduced pressure and the residue was treated with CH2Cl2 and water. The organic phase was separated and dried (Na2SO4) and the solvent removed to give a residue which was triturated with hexane to yield 4 g (78%) of product as a crystalline solid, m.p. 99°-101° C. The structural assignment is supported by the proton NMR spectrum. Reactants: C1CCOC1, CC(C)C[AlH]CC(C)C, COC(=O)c1ccc2[nH]c(=O)[nH]c2c1. Yields the product O=c1[nH]c2ccc(CO)cc2[nH]1. As a reaction SMILES: [CH2:24]1[O:25][CH2:26][CH2:27][CH2:28]1.[CH3:15][CH:16]([CH2:17][AlH:18][CH2:19][CH:20]([CH3:21])[CH3:22])[CH3:23].[O:1]=[c:2]1[nH:3][c:4]2[c:5]([nH:6]1)[cH:7][cH:8][c:9]([C:11](=[O:12])[O:13][CH3:14])[cH:10]2>>[O:1]=[c:2]1[nH:3][c:4]2[c:5]([nH:6]1)[cH:7][cH:8][c:9]([CH2:11][OH:12])[cH:10]2. The reactants are ClC=1C(=CC2=C(C(=NO2)C2=C(C=CC=C2)F)C1)OC (5-chloro-3-(2-fluorophenyl)-6-methoxy-1,2-benzisoxazole), B(Br)(Br)Br (boron tribromide). Solvent: ClC(C)Cl (dichloroethane). The product is ClC=1C(=CC2=C(C(=NO2)C2=C(C=CC=C2)F)C1)O (5-chloro-3-(2-fluorophenyl)-6-hydroxy-1,2-benzisoxazole). Reaction SMILES: [Cl:1][C:2]1[C:3]([O:18]C)=[CH:4][C:5]2[O:9][N:8]=[C:7]([C:10]3[CH:15]=[CH:14][CH:13]=[CH:12][C:11]=3[F:16])[C:6]=2[CH:17]=1.B(Br)(Br)Br>ClC(Cl)C>[Cl:1][C:2]1[C:3]([OH:18])=[CH:4][C:5]2[O:9][N:8]=[C:7]([C:10]3[CH:15]=[CH:14][CH:13]=[CH:12][C:11]=3[F:16])[C:6]=2[CH:17]=1. Procedure details: A solution of 5-chloro-3-(2-fluorophenyl)-6-methoxy-1,2-benzisoxazole (1 g) and boron tribromide (1.3 ml) in dichloroethane (30 ml) is refluxed for about 24 hours. The reaction mixture is poured onto ice-water and extracted with dichloromethane to give a solid of 5-chloro-3-(2-fluorophenyl)-6-hydroxy-1,2-benzisoxazole, mp 180°-182° C. The reactants are COc1cc2c(nc1OC)c(-c1cc3c(Cl)ccnc3n1S(=O)(=O)c1ccc(C)cc1)cn2C, [K+], [OH-]. Product: COc1cc2c(nc1OC)c(-c1cc3c(Cl)ccnc3[nH]1)cn2C. As a reaction SMILES: [Cl:1][c:2]1[c:3]2[c:4]([n:5][cH:6][cH:7]1)[n:8]([S:25]([c:26]1[cH:27][cH:28][c:29]([CH3:30])[cH:31][cH:32]1)(=[O:33])=[O:34])[c:9](-[c:11]1[cH:12][n:13]([CH3:24])[c:14]3[c:15]1[n:16][c:17]([O:22][CH3:23])[c:18]([O:20][CH3:21])[cH:19]3)[cH:10]2.[K+:36].[OH-:35]>>[Cl:1][c:2]1[c:3]2[c:4]([n:5][cH:6][cH:7]1)[nH:8][c:9](-[c:11]1[cH:12][n:13]([CH3:24])[c:14]3[c:15]1[n:16][c:17]([O:22][CH3:23])[c:18]([O:20][CH3:21])[cH:19]3)[cH:10]2. Reactants: N1(CCCC1)C=1SC=C(N1)C(=O)OCC (ethyl 2-(1-pyrrolidinyl)thiazole-4-carboxylate), CO (methanol). The solvent is C(Cl)(Cl)Cl (chloroform). The product is N1(CCCC1)C=1SC=C(N1)CO (2-(1-Pyrrolidinyl)-4-(hydroxymethyl)thiazole). The yield is 4.0%. RXN SMILES: [N:1]1([C:6]2[S:7][CH:8]=[C:9]([C:11](OCC)=[O:12])[N:10]=2)[CH2:5][CH2:4][CH2:3][CH2:2]1.CO>C(Cl)(Cl)Cl>[N:1]1([C:6]2[S:7][CH:8]=[C:9]([CH2:11][OH:12])[N:10]=2)[CH2:5][CH2:4][CH2:3][CH2:2]1. Reported procedure: Using the procedure of Example 11C but replacing ethyl 2-(4-morpholinyl)thiazole-4-carboxylate with ethyl 2-(1-pyrrolidinyl)thiazole-4-carboxylate provided, after silica gel chromatography using 2-4% methanol in chloroform, the desired compound (Rf 0.26, 4% methanol in chloroform) in 53% yield. 1H NMR (CDCl3) δ2.04 (m, 4H), 2.75 (br, 1H), 3.45 (m, 4H), 4.56 (s, 2H), 6.32 (s, 1H). Mass spectrum: (M+H)+ =185. The reactants are ClC1=CC=C(C=C1)C1C(CN(CC1)C(=O)OCC(Cl)(Cl)Cl)OCC1=CC2=CC=CC=C2C=C1 (2,2,2-trichloroethyl 4-(4-chloro-phenyl)-3-(naphthalen-2-ylmethoxy)-piperidine-1-carboxylate). Reagents/catalysts: [Zn] (zinc). The solvent is C(C)(=O)O (acetic acid), O (water). Reaction conditions: time 12 hour. Yields the product ClC1=CC=C(C=C1)C1C(CNCC1)OCC1=CC2=CC=CC=C2C=C1 ((3RS,4RS)-4-(4-chloro-phenyl)-3-(naphthalen-2-ylmethoxy)-piperidine). Isolated yield 74.6%. As a reaction SMILES: [Cl:1][C:2]1[CH:7]=[CH:6][C:5]([CH:8]2[CH2:13][CH2:12][N:11](C(OCC(Cl)(Cl)Cl)=O)[CH2:10][CH:9]2[O:22][CH2:23][C:24]2[CH:33]=[CH:32][C:31]3[C:26](=[CH:27][CH:28]=[CH:29][CH:30]=3)[CH:25]=2)=[CH:4][CH:3]=1>C(O)(=O)C.O.[Zn]>[Cl:1][C:2]1[CH:7]=[CH:6][C:5]([CH:8]2[CH2:13][CH2:12][NH:11][CH2:10][CH:9]2[O:22][CH2:23][C:24]2[CH:33]=[CH:32][C:31]3[C:26](=[CH:27][CH:28]=[CH:29][CH:30]=3)[CH:25]=2)=[CH:4][CH:3]=1. Reported procedure: A suspension of 0.420 g (0.8 mmol) of 2,2,2-trichloroethyl 4-(4-chloro-phenyl)-3-(naphthalen-2-ylmethoxy)-piperidine-1-carboxylate and 300 mg of zinc in 10 ml of acetic acid was stirred at room temperature for 12 hours. The reaction solution was diluted with 40 ml of water and extracted four times with 30 ml of methylene chloride. The organic phase was washed twice with 40 ml of 1N sodium hydroxide solution each time, dried over sodium sulphate, filtered and evaporated. The residue was chromatog... The reactants are COc1cc(CBr)ccc1[N+](=O)[O-], O=C([O-])[O-], CN(C)C=O, [K+], [K+], OC1CCNCC1. The product is COc1cc(CN2CCC(O)CC2)ccc1[N+](=O)[O-]. Reaction SMILES: [Br:1][CH2:2][c:3]1[cH:4][c:5]([O:12][CH3:13])[c:6]([N+:9](=[O:10])[O-:11])[cH:7][cH:8]1.[C:21](=[O:22])([O-:23])[O-:24].[CH3:27][N:28]([CH3:29])[CH:30]=[O:31].[K+:25].[K+:26].[NH:14]1[CH2:15][CH2:16][CH:17]([OH:20])[CH2:18][CH2:19]1>>[CH2:2]([c:3]1[cH:4][c:5]([O:12][CH3:13])[c:6]([N+:9](=[O:10])[O-:11])[cH:7][cH:8]1)[N:14]1[CH2:15][CH2:16][CH:17]([OH:20])[CH2:18][CH2:19]1. Run in CO (methanol), C1CCOC1 (THF). Conditions: time 8 hour. Reported procedure: In methanol (25 ml) and THF (25 ml) was dissolved methyl 1-propionyl-7-(2-propoxyethoxy)-2,3-dihydro-1H-1-benzazepine-4-carboxylate (0.2 g), and to the solution was added 1N sodium hydroxide solution (5 ml). The mixture was stirred at room temperature overnight, concentrated, and then neutralized with 1N hydrochloric acid and extracted with ethyl acetate. The organic layer was washed with water and saturated brine, and dried with anhydrous magnesium sulfate. The solvent was evaporated to give 1-... The product is C(CC)(=O)N1CCC(=CC2=C1C=CC(=C2)OCCOCCC)C(=O)O (1-propionyl-7-(2-propoxyethoxy)-2,3-dihydro-1H-1-benzazepine-4-carboxylic acid). Isolated yield 104.0%. Starting materials: C(CC)(=O)N1CCC(=CC2=C1C=CC(=C2)OCCOCCC)C(=O)OC (methyl 1-propionyl-7-(2-propoxyethoxy)-2,3-dihydro-1H-1-benzazepine-4-carboxylate), [OH-].[Na+] (sodium hydroxide). As a reaction SMILES: [C:1]([N:5]1[C:11]2[CH:12]=[CH:13][C:14]([O:16][CH2:17][CH2:18][O:19][CH2:20][CH2:21][CH3:22])=[CH:15][C:10]=2[CH:9]=[C:8]([C:23]([O:25]C)=[O:24])[CH2:7][CH2:6]1)(=[O:4])[CH2:2][CH3:3].[OH-].[Na+]>CO.C1COCC1>[C:1]([N:5]1[C:11]2[CH:12]=[CH:13][C:14]([O:16][CH2:17][CH2:18][O:19][CH2:20][CH2:21][CH3:22])=[CH:15][C:10]=2[CH:9]=[C:8]([C:23]([OH:25])=[O:24])[CH2:7][CH2:6]1)(=[O:4])[CH2:2][CH3:3] |f:1.2|. Reactants: CN(C)C=O, CC1(C)N=C(N)N=C(N)N1O, BrCCc1cccc2ccccc12. The product is Br, CC1(C)N=C(N)N=C(N)N1OCCc1cccc2ccccc12. Reaction SMILES: [CH3:25][N:26]([CH3:27])[CH:28]=[O:29].[NH2:1][C:2]1=[N:3][C:4]([CH3:10])([CH3:11])[N:5]([OH:9])[C:6]([NH2:8])=[N:7]1.[c:12]1([CH2:22][CH2:23][Br:24])[cH:13][cH:14][cH:15][c:16]2[cH:17][cH:18][cH:19][cH:20][c:21]12>>[BrH:24].[NH2:1][C:2]1=[N:3][C:4]([CH3:10])([CH3:11])[N:5]([O:9][CH2:23][CH2:22][c:12]2[cH:13][cH:14][cH:15][c:16]3[cH:17][cH:18][cH:19][cH:20][c:21]23)[C:6]([NH2:8])=[N:7]1.